Dataset: the Open Reaction Database (ORD), a public repository of structured organic reaction records. Task: describe an organic reaction: reactants, conditions, products, and yield Reactants: FC(C(=C(F)F)F)(F)F (hexafluoropropylene), FC(C(=C(F)F)F)(F)F (hexafluoropropylene), FF (fluorine), [F-].[K+] (potassium fluoride), stainless steel, FC(C(C(C(C(C(F)(F)OC(C(F)(F)F)=O)(F)F)(F)F)(F)F)(F)F)(C(F)(F)F)F (trifluoroacetic acid pentadecafluoroheptyl ester), C(C)(=O)OCCCCCCC (heptyl acetate), PF-5052. Solvent: COCCOCCOC (diglyme). Conditions: temperature 50 celsius. Yields the product 1,1,1,2,4,4,4-heptafluoro-3-trifluoromethyl-butan-2-one, FC(C(C(C(C(C(C(C(C(F)(F)F)(F)F)(F)F)(F)F)(F)F)(F)F)=O)(C(F)(F)F)F)(F)F (1,1,1,2,4,4,5,5,6,6,7,7,8,8,9,9,9-heptadecafluoro-2-trifluoromethyl-nonan-3-one). Reaction SMILES: [F:1][C:2]([F:29])([C:25]([F:28])([F:27])[F:26])[C:3]([F:24])([F:23])[C:4]([F:22])([F:21])[C:5]([F:20])([F:19])[C:6]([F:18])([F:17])[C:7]([O:10]C(=O)C(F)(F)F)(F)F.C(OCCCCCCC)(=O)C.[F:41]F.[F-].[K+].[F:45][C:46]([F:53])([F:52])[C:47]([F:51])=[C:48]([F:50])[F:49]>COCCOCCOC>[F:45][C:46]([F:53])([F:52])[C:47]([F:51])([C:48]([F:41])([F:50])[F:49])[C:7](=[O:10])[C:6]([F:17])([F:18])[C:5]([F:19])([F:20])[C:4]([F:21])([F:22])[C:3]([F:23])([F:24])[C:2]([F:29])([F:1])[C:25]([F:28])([F:27])[F:26] |f:3.4|. Procedure details: A mixture consisting of 2027 g of trifluoroacetic acid pentadecafluoroheptyl ester (made by reacting heptyl acetate with fluorine gas as described in U.S. Pat. No. 5,399,718 (Costello et al.)), 777 g of 3M™ PF-5052 Performance Liquid (a mixture of perfluorinated solvents, available from 3M Company), 3171 g of anhydrous diglyme and 79 g of anhydrous potassium fluoride were added to a 2-gallon (7.6 L) stainless steel stirred pressure vessel. The vessel was heated and 1816 g of hexafluoropropylene ...